From a dataset of the Open Reaction Database (ORD), a public repository of structured organic reaction records. describe an organic reaction: reactants, conditions, products, and yield Starting materials: C(C1=CC=CC=C1)C(NC(=O)OCC1=CC=CC=C1)(C(=O)N1[C@H](C(=O)N[C@@H](CCC(=O)[O-])C(=O)[O-])C[C@H](C1)O)CC1=CC=CC=C1 (Dibenzyl-N-benzyloxycarbonylglycyl-trans-4-hydroxy-L-prolyl-L-glutamate). Reagents/catalysts: [Pd] (palladium on activated carbon). Solvent: O.CO (water methanol), CO (methanol), CO (MeOH). Run at time 20 hour. The product is NCC(=O)N1[C@H](C(=O)N[C@@H](CCC(=O)O)C(=O)O)C[C@H](C1)O (Glycyl-trans-4-hydroxy-L-prolyl-L-glutamic acid). As a reaction SMILES: C([C:8](CC1C=CC=CC=1)([C:20]([N:22]1[CH2:38][C@H:37]([OH:39])[CH2:36][C@H:23]1[C:24]([NH:26][C@H:27]([C:33]([O-:35])=[O:34])[CH2:28][CH2:29][C:30]([O-:32])=[O:31])=[O:25])=[O:21])[NH:9]C(OCC1C=CC=CC=1)=O)C1C=CC=CC=1>[Pd].O.CO.CO>[NH2:9][CH2:8][C:20]([N:22]1[CH2:38][C@H:37]([OH:39])[CH2:36][C@H:23]1[C:24]([NH:26][C@H:27]([C:33]([OH:35])=[O:34])[CH2:28][CH2:29][C:30]([OH:32])=[O:31])=[O:25])=[O:21] |f:2.3|. Procedure details: A mixture of protected tripeptide 5 (0.50 g, 0.79 mmol) and 10% palladium on activated carbon (0.08 g, 0.08 mmol) in 20% water/methanol (100 cm3) was stirred under an atmosphere of hydrogen at room temperature for 20 h. The solution was filtered through a Celite™ pad, washed with methanol (60 cm3) and the filtrate evaporated to dryness to form a clear gum. This gum was dissolved in methanol (30 cm3) and refiltered through a Celite™ pad. The solution was evaporated to dryness to form a clear gum....